Dataset: the Open Reaction Database (ORD), a public repository of structured organic reaction records. Task: describe an organic reaction: reactants, conditions, products, and yield Reactants: aroyl chloride, O1C(=CC=C1)C(=O)O (furoic acid), [Cl-].[Al+3].[Cl-].[Cl-] (aluminum chloride), furoic ester, FC1=CC=C(C=C1)C1=C(OC=C1)C(=O)O (3-(4'-fluorophenyl)-furan-2-carboxylic acid), stannic chloride. Product: ketone, FC1=CC=2C(C=3OC=CC3C2C=C1)=O (6-fluoro-8H-indeno[2,1-b]furan-8-one). As a reaction SMILES: [F:1][C:2]1[CH:7]=[CH:6][C:5]([C:8]2[CH:12]=[CH:11][O:10][C:9]=2[C:13]([OH:15])=O)=[CH:4][CH:3]=1.O1C=CC=C1C(O)=O.[Cl-].[Al+3].[Cl-].[Cl-]>>[F:1][C:2]1[CH:3]=[CH:4][C:5]2[C:8]3[CH:12]=[CH:11][O:10][C:9]=3[C:13](=[O:15])[C:6]=2[CH:7]=1 |f:2.3.4.5|. Reported procedure: Synthetic substrates 8H-indeno[2,1-b]furan-8-one and 8H-indeno[2,1-b]furan and their derivatives are prepared in accordance with the following. Substituted and unsubstituted 3-arylfuran-2-carboxylic acids are prepared according to a general procedure of Burgess, J. Org. Chem., 21, 102 (1956), wherein, 4,5-dimethoxy-1-phenyl-2-butanone and related 2' to 4' substituted phenyl analogs (e.g., 4,4-dimethoxy-1-(4'-fluorophenyl)-2-butanone, prepared according to the general procedure of Royals and Bran... Starting materials: solutions, [Cr](=O)(=O)(Cl)Cl (chromic chloride), ferric chloride, [Cl-].[Dy+3].[Cl-].[Cl-] (dysprosium chloride), C(=O)(O)CN1CCN(CCN(CCNCC1)CC(=O)O)CC(=O)O.[Bi+3] (Bismuth(III)(1,4,7-triscarboxymethyl-1,4,7,10tetraazacyclododecane)). The reagents and catalysts are [Cl-].[Mn+2].[Cl-] (manganese chloride). Run at temperature 88 celsius. The product is C(=O)(O)CN1CCN(CCN(CCNCC1)CC(=O)O)CC(=O)O (1,4,7-triscarboxymethyl-1,4,7,10-tetraazacyclododecane). Reaction SMILES: [Cr](Cl)(Cl)(=O)=O.[Cl-].[Dy+3].[Cl-].[Cl-].[C:10]([CH2:13][N:14]1[CH2:25][CH2:24][NH:23][CH2:22][CH2:21][N:20]([CH2:26][C:27]([OH:29])=[O:28])[CH2:19][CH2:18][N:17]([CH2:30][C:31]([OH:33])=[O:32])[CH2:16][CH2:15]1)([OH:12])=[O:11].[Bi+3]>[Cl-].[Mn+2].[Cl-]>[C:10]([CH2:13][N:14]1[CH2:25][CH2:24][NH:23][CH2:22][CH2:21][N:20]([CH2:26][C:27]([OH:29])=[O:28])[CH2:19][CH2:18][N:17]([CH2:30][C:31]([OH:33])=[O:32])[CH2:16][CH2:15]1)([OH:12])=[O:11] |f:1.2.3.4,5.6,7.8.9|. Reported procedure: Four hundred fifty μl of 100mM solutions of each of chromic chloride, ferric chloride, manganese chloride and dysprosium chloride were mixed with 50 μl of 1M 1,4,7-triscarboxymethyl-1,4,7,10tetraazacyclododecane and adjusted to pH 4.5. The solutions were heated at 88° C. for 20 minutes to enhance the rate of chelation, cooled and then adjusted to pH 7. The reactants are C1(CCCC1)OC=1C=C(C=O)C=CC1OC (3-cyclopentoxy-4-methoxybenzaldehyde), [H-].[Na+] (NaH), C(#N)CP(OCC)(OCC)=O (diethyl cyanomethylphosphonate). The solvent is C1CCOC1 (THF), CCOCC (ether), C1CCOC1 (THF), C1CCOC1 (THF). Conditions: time 30 minute. Yields the product C1(CCCC1)OC=1C=C(C=CC#N)C=CC1OC (3-cyclopentoxy-4-methoxycinnamonitrile). Isolated yield 86.9%. As a reaction SMILES: [H-].[Na+].[C:3]([CH2:5]P(=O)(OCC)OCC)#[N:4].[CH:14]1([O:19][C:20]2[CH:21]=[C:22]([CH:25]=[CH:26][C:27]=2[O:28][CH3:29])[CH:23]=O)[CH2:18][CH2:17][CH2:16][CH2:15]1>C1COCC1.CCOCC>[CH:14]1([O:19][C:20]2[CH:21]=[C:22]([CH:25]=[CH:26][C:27]=2[O:28][CH3:29])[CH:23]=[CH:5][C:3]#[N:4])[CH2:18][CH2:17][CH2:16][CH2:15]1 |f:0.1|. Procedure details: To a slurry of NaH (1.1 g, 27.5 mmol) in 80 mL of THF at 0° C. was added dropwise a solution of diethyl cyanomethylphosphonate (4.42 g, 24.9 mmol) in 20 mL of THF. The mixture was stirred for 30 min, and a solution of 3-cyclopentoxy-4-methoxybenzaldehyde (5.0 g, 22.7 mmol) in 20 mL of THF was then added dropwise. The mixture was for 2 hr and then diluted with ether. The mixture was washed with 1M H3PO4, H2O, and brine. The organic layer was dried over MgSO4, filtered, and concentrated under redu... Reactants: CC(C)(C)OC(=O)NC1CCN(c2ccc(Br)cn2)C1, ClCCl, O=C(O)C(F)(F)F. The product is NC1CCN(c2ccc(Br)cn2)C1. As a reaction SMILES: [C:1]([O:2][C:3](=[O:4])[NH:7][CH:8]1[CH2:9][N:10]([c:13]2[n:14][cH:15][c:16]([Br:19])[cH:17][cH:18]2)[CH2:11][CH2:12]1)([CH3:5])([CH3:6])[CH3:20].[Cl:28][CH2:29][Cl:30].[F:21][C:22]([F:23])([F:24])[C:25]([OH:26])=[O:27]>>[NH2:7][CH:8]1[CH2:9][N:10]([c:13]2[n:14][cH:15][c:16]([Br:19])[cH:17][cH:18]2)[CH2:11][CH2:12]1. Starting materials: Br, COCCn1c(=N)sc2ccccc21, O=C(O)C1CCCCC1. The product is COCCn1c(=NC(=O)C2CCCCC2)sc2ccccc21. RXN SMILES: [BrH:1].[CH3:2][O:3][CH2:4][CH2:5][n:6]1[c:7](=[NH:15])[s:8][c:9]2[c:10]1[cH:11][cH:12][cH:13][cH:14]2.[OH:16][C:17](=[O:18])[CH:19]1[CH2:20][CH2:21][CH2:22][CH2:23][CH2:24]1>>[CH3:2][O:3][CH2:4][CH2:5][n:6]1[c:7](=[N:15][C:17](=[O:16])[CH:19]2[CH2:20][CH2:21][CH2:22][CH2:23][CH2:24]2)[s:8][c:9]2[c:10]1[cH:11][cH:12][cH:13][cH:14]2. Reactants: O (Water), ClC=1N=C(C2=C(N1)N(C=C2)S(=O)(=O)C2=CC=C(C)C=C2)NC2=CC=C1C=NNC1=C2 (2-chloro-N-(1H-indazol-6-yl)-7-tosyl-7H-pyrrolo[2,3-d]pyrimidin-4-amine), CSC1=CC=C(N)C=C1 (4-(methylthio)aniline), C[Si](C)(C)Cl (trimethylsilyl chloride). Run in C(C)(=O)OCC (ethyl acetate), C(CCC)O (n-butyl alcohol). Run at temperature 116 celsius. Product: N1N=CC2=CC=C(C=C12)NC=1C2=C(N=C(N1)NC1=CC=C(C=C1)SC)N(C=C2)S(=O)(=O)C2=CC=C(C)C=C2 (N4-(1H-indazol-6-yl)-N2-(4-(methylthio)phenyl)-7-tosyl-7H-pyrrolo[2,3-d]pyrimidine-2,4-diamine). The yield is 45.5%. As a reaction SMILES: Cl[C:2]1[N:3]=[C:4]([NH:21][C:22]2[CH:30]=[C:29]3[C:25]([CH:26]=[N:27][NH:28]3)=[CH:24][CH:23]=2)[C:5]2[CH:10]=[CH:9][N:8]([S:11]([C:14]3[CH:20]=[CH:19][C:17]([CH3:18])=[CH:16][CH:15]=3)(=[O:13])=[O:12])[C:6]=2[N:7]=1.[CH3:31][S:32][C:33]1[CH:39]=[CH:38][C:36]([NH2:37])=[CH:35][CH:34]=1.C[Si](Cl)(C)C.O>C(O)CCC.C(OCC)(=O)C>[NH:28]1[C:29]2[C:25](=[CH:24][CH:23]=[C:22]([NH:21][C:4]3[C:5]4[CH:10]=[CH:9][N:8]([S:11]([C:14]5[CH:20]=[CH:19][C:17]([CH3:18])=[CH:16][CH:15]=5)(=[O:13])=[O:12])[C:6]=4[N:7]=[C:2]([NH:37][C:36]4[CH:38]=[CH:39][C:33]([S:32][CH3:31])=[CH:34][CH:35]=4)[N:3]=3)[CH:30]=2)[CH:26]=[N:27]1. Procedure: A mixture of 2-chloro-N-(1H-indazol-6-yl)-7-tosyl-7H-pyrrolo[2,3-d]pyrimidin-4-amine (400 mg, 0.912 mmol), 4-(methylthio)aniline (0.227 mL, 1.83 mmol) and trimethylsilyl chloride (TMSCl) (0.231 mL, 1.83 mmol) in n-butyl alcohol (8 mL) was heated at 116° C. for 72 h. Water and ethyl acetate were then added. The organic phase was separated, washed with 5% NaHCO3, dried over Na2SO4, and concentrated in vacuo. The residue was dissolved in CH3CN (20 mL), and water was added to induced precipitation. ... Reactants: C(C1=CC=CC=C1)(=O)C(=O)O (benzoyl formic acid), OC(C(=O)O)(C1=C(C=CC=C1)C)C1=CC=CC=C1 (hydroxy-phenyl-o-tolyl-acetic acid), OC(C(=O)O)(C1=C(C=CC=C1)C)C1=CC=CC=C1 (hydroxy-phenyl-o-tolyl-acetic acid), COC(=O)C(=O)C1=CC=CC=C1 (methyl benzoyl formate), BrCOC1=CC=CC=C1 (2-bromomethoxy benzene). The product is OC(C(=O)O)(C1=CC=CC=C1)C1=C(C=CC=C1)OC (Hydroxy-(2-methoxy-phenyl)-phenyl-acetic acid). Reaction SMILES: [OH:1][C:2]([C:13]1[CH:18]=[CH:17][CH:16]=[CH:15][CH:14]=1)([C:6]1[CH:11]=[CH:10][CH:9]=[CH:8][C:7]=1C)[C:3]([OH:5])=[O:4].Br[CH2:20][O:21]C1C=CC=CC=1.C(C(O)=O)(=O)C1C=CC=CC=1.COC(C(C1C=CC=CC=1)=O)=O>>[OH:1][C:2]([C:6]1[CH:11]=[CH:10][CH:9]=[CH:8][C:7]=1[O:21][CH3:20])([C:13]1[CH:18]=[CH:17][CH:16]=[CH:15][CH:14]=1)[C:3]([OH:5])=[O:4]. Procedure: This compound is prepared by an analogous method to hydroxy-phenyl-o-tolyl-acetic acid (Intermediate M) by replacing bromotoluene with 2-bromomethoxy benzene and benzoyl formic acid with methyl benzoyl formate.